Task: describe an organic reaction: reactants, conditions, products, and yield. Dataset: the Open Reaction Database (ORD), a public repository of structured organic reaction records The reactants are Cl (hydrochloric acid), O1CCOCC1 (dioxane), Cl.Cl.C(C)(=N)N1CCN(CCC1)C1=C(C=C(C=C1)N(S(=O)(=O)CC(=O)O)CC1=CC2=CC(=CC=C2C=C1)C(N)=N)F ([N-[4-(4-acetimidoylhexahydro-1H-1,4-diazepin-1-yl)-3-fluorophenyl]-N-[(7-amidino-2-naphth-yl)methyl]sulfamoyl]acetic acid dihydrochloride). The solvent is C(C)O (ethanol). Reaction conditions: time 22 hour. Yields the product Cl.Cl.C(C)(=N)N1CCN(CCC1)C1=C(C=C(C=C1)N(S(=O)(=O)CC(=O)OCC)CC1=CC2=CC(=CC=C2C=C1)C(N)=N)F (ethyl [N-[4-(4-acetimidoylhexahydro-1H-1,4-diazepin-1-yl)-3-fluorophenyl]-N-[(7-amidino-2-naphthyl)methyl]sulfamoyl]acetate dihydrochloride). As a reaction SMILES: [ClH:1].Cl.[C:3]([N:6]1[CH2:12][CH2:11][CH2:10][N:9]([C:13]2[CH:18]=[CH:17][C:16]([N:19]([CH2:27][C:28]3[CH:37]=[CH:36][C:35]4[C:30](=[CH:31][C:32]([C:38](=[NH:40])[NH2:39])=[CH:33][CH:34]=4)[CH:29]=3)[S:20]([CH2:23][C:24]([OH:26])=[O:25])(=[O:22])=[O:21])=[CH:15][C:14]=2[F:41])[CH2:8][CH2:7]1)(=[NH:5])[CH3:4].Cl.O1CCO[CH2:45][CH2:44]1>C(O)C>[ClH:1].[ClH:1].[C:3]([N:6]1[CH2:12][CH2:11][CH2:10][N:9]([C:13]2[CH:18]=[CH:17][C:16]([N:19]([CH2:27][C:28]3[CH:37]=[CH:36][C:35]4[C:30](=[CH:31][C:32]([C:38](=[NH:39])[NH2:40])=[CH:33][CH:34]=4)[CH:29]=3)[S:20]([CH2:23][C:24]([O:26][CH2:44][CH3:45])=[O:25])(=[O:22])=[O:21])=[CH:15][C:14]=2[F:41])[CH2:8][CH2:7]1)(=[NH:5])[CH3:4] |f:0.1.2,6.7.8|. Procedure details: 300 mg of [N-[4-(4-acetimidoylhexahydro-1H-1,4-diazepin-1-yl)-3-fluorophenyl]-N-[(7-amidino-2-naphth-yl)methyl]sulfamoyl]acetic acid dihydrochloride obtained in Example 31 was dissolved in 10 ml of ethanol, to which was added 1 ml of a 4 N hydrochloric acid gas-dioxane solution, and stirred at room temperature for 22 hours. The reaction mixture was evaporated, and the resulting residue was dissolved in 20 ml of ethanol, to which was added 2 ml of a 4 N hydrochloric acid gas-dioxane solution, and... The reactants are NCCN(S(=O)(=O)C=1C=2C=CN=CC2C=CC1)CCCCCC (N-(2-aminoethyl)-N-hexyl-5-isoquinolinesulfonamide), NCCN(S(=O)(=O)C=1C=2C=CN=CC2C=CC1)CCCCCC (N-(2-aminoethyl)-N-hexyl-5-isoquinolinesulfonamide), Cl (hydrochloric acid). Solvent: O (water). The product is Cl.NCCN(S(=O)(=O)C=1C=2C=CN=CC2C=CC1)CCCCCC (N-(2-aminoethyl)-N-hexy-5-isoquinolinesulfonamide hydrochloride). As a reaction SMILES: [NH2:1][CH2:2][CH2:3][N:4]([CH2:18][CH2:19][CH2:20][CH2:21][CH2:22][CH3:23])[S:5]([C:8]1[C:9]2[CH:10]=[CH:11][N:12]=[CH:13][C:14]=2[CH:15]=[CH:16][CH:17]=1)(=[O:7])=[O:6].[ClH:24]>O>[ClH:24].[NH2:1][CH2:2][CH2:3][N:4]([CH2:18][CH2:19][CH2:20][CH2:21][CH2:22][CH3:23])[S:5]([C:8]1[C:9]2[CH:10]=[CH:11][N:12]=[CH:13][C:14]=2[CH:15]=[CH:16][CH:17]=1)(=[O:7])=[O:6] |f:3.4|. Procedure: To 1.34 g of N-(2-aminoethyl)-N-hexyl-5-isoquinolinesulfonamide [Compound (4)] was added 100 ml of water. Then, the pH of the solution was adjusted to 5 with hydrochloric acid. The mixture was lyophilized to obtain a residue. The residue thus obtained was subjected to recrystallization using a mixture consisting of 5% by weight of ethanol and 95% by weight of acetone to obtain 0.7 g of N-(2-aminoethyl)-N-hexy-5-isoquinolinesulfonamide hydrochloride. This compound was analyzed to give the followi...